From a dataset of the Open Reaction Database (ORD), a public repository of structured organic reaction records. describe an organic reaction: reactants, conditions, products, and yield Starting materials: C(C=C)(=O)N1CCOCC1 (N-acryloylmorpholine), CN(C(C=C)=O)C (N,N-dimethylacrylamide), C(C)(C)(CC)O (t-amyl alcohol), N(=NC(C)(C)C=1NCCN1)C(C)(C)C=1NCCN1 (VA-061), SCCO (2-mercaptoethanol). Reaction conditions: time 1 hour. Product: C(C=C)(=O)N1CCOCC1.CN(C(C=C)=O)C (Acryloylmorpholine N,N-Dimethylacrylamide). As a reaction SMILES: [C:1]([N:5]1[CH2:10][CH2:9][O:8][CH2:7][CH2:6]1)(=[O:4])[CH:2]=[CH2:3].[CH3:11][N:12]([CH3:17])[C:13](=[O:16])[CH:14]=[CH2:15].C(O)(CC)(C)C.N(C(C1NCCN=1)(C)C)=NC(C1NCCN=1)(C)C.SCCO>>[C:1]([N:5]1[CH2:10][CH2:9][O:8][CH2:7][CH2:6]1)(=[O:4])[CH:2]=[CH2:3].[CH3:11][N:12]([CH3:17])[C:13](=[O:16])[CH:14]=[CH2:15] |f:5.6|. Reported procedure: In a 300 mL three-necked flask, N-acryloylmorpholine (14.20 g, 0.101 mol), N,N-dimethylacrylamide (DMA, 9.92 g, 0.100 mol), t-amyl alcohol (96.63 g), a polymerization initiator VA-061 (Wako Pure Chemical Industries, Ltd., 0.0310 g, 0.124 mmol), 2-mercaptoethanol (86 μL, 1.23 mmol) were charged, and then equipped with a three-way stop-cock, a reflux condenser tube, a thermometer and a mechanical stirrer. The concentration of the monomer was 20% by weight. After degassing inside the three-necked f... Yields the product COC(=O)c1ccc(NCc2ccccc2CCc2ccccc2)nc1. The reactants are O=C(O)c1ccccc1CCc1ccccc1, COC(=O)c1ccc(N=Cc2ccccc2CCc2ccccc2)nc1, Cc1ccccc1, COC(=O)c1ccc(N)nc1. As a reaction SMILES: [CH2:12]([c:13]1[cH:14][cH:15][cH:16][cH:17][c:18]1[C:19]([OH:20])=[O:21])[CH2:22][c:23]1[cH:24][cH:25][cH:26][cH:27][cH:28]1.[CH2:29]([CH2:30][c:31]1[cH:32][cH:33][cH:34][cH:35][cH:36]1)[c:37]1[c:38]([CH:39]=[N:40][c:41]2[n:42][cH:43][c:44]([C:47](=[O:48])[O:49][CH3:50])[cH:45][cH:46]2)[cH:51][cH:52][cH:53][cH:54]1.[CH3:55][c:56]1[cH:57][cH:58][cH:59][cH:60][cH:61]1.[NH2:1][c:2]1[cH:3][cH:4][c:5]([C:6]([O:7][CH3:8])=[O:9])[cH:10][n:11]1>>[CH2:29]([CH2:30][c:31]1[cH:32][cH:33][cH:34][cH:35][cH:36]1)[c:37]1[c:38]([CH2:39][NH:40][c:41]2[n:42][cH:43][c:44]([C:47](=[O:48])[O:49][CH3:50])[cH:45][cH:46]2)[cH:51][cH:52][cH:53][cH:54]1. Starting materials: BrC=1C2=C(N=CN1)OC(=C2C2=CC=CC=C2)C2=CC=CC=C2 (4-Bromo-5,6-diphenyl-furo[2,3-d]pyrimidine), O1[C@@H](CCC1)NC ((S)-tetrahydrofuran-2-yl-methylamine), CCN(C(C)C)C(C)C (DIEA). Solvent: C(CCC)O (1-butanol). Run at temperature 120 celsius. Product: C1(=CC=CC=C1)C1=C(OC=2N=CN=C(C21)NC[C@H]2OCCC2)C2=CC=CC=C2 (5,6-Diphenyl-4-[(S)-(tetrahydrofuran-2-yl)-methyl]amino furo[2,3-d]pyrimidine). Yield: 95.0%. Reaction SMILES: Br[C:2]1[C:3]2[C:10]([C:11]3[CH:16]=[CH:15][CH:14]=[CH:13][CH:12]=3)=[C:9]([C:17]3[CH:22]=[CH:21][CH:20]=[CH:19][CH:18]=3)[O:8][C:4]=2[N:5]=[CH:6][N:7]=1.[O:23]1[CH2:27][CH2:26][CH2:25][C@H:24]1NC.C[CH2:31][N:32](C(C)C)C(C)C>C(O)CCC>[C:11]1([C:10]2[C:3]3[C:2]([NH:32][CH2:31][C@@H:24]4[CH2:25][CH2:26][CH2:27][O:23]4)=[N:7][CH:6]=[N:5][C:4]=3[O:8][C:9]=2[C:17]2[CH:22]=[CH:21][CH:20]=[CH:19][CH:18]=2)[CH:16]=[CH:15][CH:14]=[CH:13][CH:12]=1. Procedure: Compound 69 (60 mg, 0.17 mmol), (S)-tetrahydrofuran-2-yl-methylamine (36 μL, 0.34 mmol), and DIEA 150 μL (0.86 mmol) were mixed in 1-butanol (2 mL) and heated to 120° C. for 1.5 h. The reaction mixture was concentrated, and the residue was purified by flash chromatography to yield a white solid (60 mg). MS: 372.1 (M+1). 1HNMR (DMSO-d6) ppm 8.36 (s, 1H), 7.61-7.34 (m, 10H), 5.11 (t, 1H), 3.89-3.85 (m, 1H), 3.58-3.48 (m, 4H), 1.84-1.64 (m, 3H), 1.40-1.38 (m, 1H). Reactants: C(CCCCCCCCC)N(C(=O)C=1C=C(C=CC1)[N+](=O)[O-])CCCCCCCCCC (3-(di-decylaminocarbonyl)-1-nitrobenzene), [H][H] (hydrogen). The reagents and catalysts are [Pd] (palladium on carbon). Solvent: C(C)(=O)OCC (ethyl acetate), C1CCOC1 (THF). Product: C(CCCCCCCCC)N(C(=O)C=1C=C(C=CC1)N)CCCCCCCCCC (3-(di-decylaminocarbonyl)benzenamine). The yield is 107.2%. Reaction SMILES: [CH2:1]([N:11]([CH2:23][CH2:24][CH2:25][CH2:26][CH2:27][CH2:28][CH2:29][CH2:30][CH2:31][CH3:32])[C:12]([C:14]1[CH:15]=[C:16]([N+:20]([O-])=O)[CH:17]=[CH:18][CH:19]=1)=[O:13])[CH2:2][CH2:3][CH2:4][CH2:5][CH2:6][CH2:7][CH2:8][CH2:9][CH3:10].[H][H]>[Pd].C(OCC)(=O)C.C1COCC1>[CH2:23]([N:11]([CH2:1][CH2:2][CH2:3][CH2:4][CH2:5][CH2:6][CH2:7][CH2:8][CH2:9][CH3:10])[C:12]([C:14]1[CH:15]=[C:16]([NH2:20])[CH:17]=[CH:18][CH:19]=1)=[O:13])[CH2:24][CH2:25][CH2:26][CH2:27][CH2:28][CH2:29][CH2:30][CH2:31][CH3:32]. Reported procedure: To an ice bath cooled solution of 0.80 g (2.69 mmol) of di-decylamine and 0.75 mL (5.4 mmol) of triethylamine in 10 mL of anhydrous methylene chloride was added dropwise a solution of 0.50 g (2.69 mmol) of 3-nitrobenzoyl chloride in 5 mL of methylene chloride with stirring. The mixture was stirred at room temperature for 4 hours. Water was added, the organic layer was separated and dried. The solvent was removed at reduced pressure and the residual oil was purified by chromatography on 30 g of s... Reactants: ClC1=C(C(=NC2=CC(=CC(=C12)F)F)C=1C=NC=C(C1)SC)C (4-chloro-5,7-difluoro-3-methyl-2-(5-(methylthio)pyridin-3-yl)quinoline), O1CCN(CC1)C1=NC=C(C=C1N)N1CCOCC1 (2,5-dimorpholinopyridin-3-amine), CC(C)C1=CC(=C(C(=C1)C(C)C)C2=C(C=CC=C2)P(C3CCCCC3)C4CCCCC4)C(C)C (XPhos), CC(C)([O-])C.[Na+] (sodium tert-butoxide). The reagents and catalysts are C=1C=CC(=CC1)/C=C/C(=O)/C=C/C2=CC=CC=C2.C=1C=CC(=CC1)/C=C/C(=O)/C=C/C2=CC=CC=C2.C=1C=CC(=CC1)/C=C/C(=O)/C=C/C2=CC=CC=C2.[Pd].[Pd] (tris(dibenzylideneacetone)dipalladium). The solvent is C1(=CC=CC=C1)C (toluene). Run at temperature 105 celsius, time 2 hour. Yields the product O1CCN(CC1)C1=NC=C(C=C1NC1=C(C(=NC2=CC(=CC(=C12)F)F)C=1C=NC=C(C1)SC)C)N1CCOCC1 (N-(2,5-dimorpholinopyridin-3-yl)-5,7-difluoro-3-methyl-2-(5-(methylthio)pyridin-3-yl)quinolin-4-amine). As a reaction SMILES: Cl[C:2]1[C:11]2[C:6](=[CH:7][C:8]([F:13])=[CH:9][C:10]=2[F:12])[N:5]=[C:4]([C:14]2[CH:15]=[N:16][CH:17]=[C:18]([S:20][CH3:21])[CH:19]=2)[C:3]=1[CH3:22].[O:23]1[CH2:28][CH2:27][N:26]([C:29]2[C:34]([NH2:35])=[CH:33][C:32]([N:36]3[CH2:41][CH2:40][O:39][CH2:38][CH2:37]3)=[CH:31][N:30]=2)[CH2:25][CH2:24]1.CC(C1C=C(C(C)C)C(C2C=CC=CC=2P(C2CCCCC2)C2CCCCC2)=C(C(C)C)C=1)C.CC(C)([O-])C.[Na+]>C1C=CC(/C=C/C(/C=C/C2C=CC=CC=2)=O)=CC=1.C1C=CC(/C=C/C(/C=C/C2C=CC=CC=2)=O)=CC=1.C1C=CC(/C=C/C(/C=C/C2C=CC=CC=2)=O)=CC=1.[Pd].[Pd].C1(C)C=CC=CC=1>[O:23]1[CH2:28][CH2:27][N:26]([C:29]2[C:34]([NH:35][C:2]3[C:11]4[C:6](=[CH:7][C:8]([F:13])=[CH:9][C:10]=4[F:12])[N:5]=[C:4]([C:14]4[CH:15]=[N:16][CH:17]=[C:18]([S:20][CH3:21])[CH:19]=4)[C:3]=3[CH3:22])=[CH:33][C:32]([N:36]3[CH2:37][CH2:38][O:39][CH2:40][CH2:41]3)=[CH:31][N:30]=2)[CH2:25][CH2:24]1 |f:3.4,5.6.7.8.9|. Procedure details: A screw-cap vial was charged with 4-chloro-5,7-difluoro-3-methyl-2-(5-(methylthio)pyridin-3-yl)quinoline (50 mg, 0.15 mmol), 2,5-dimorpholinopyridin-3-amine (39.2 mg, 0.15 mmol), tris(dibenzylideneacetone)dipalladium (0) (13.6 mg, 0.015 mmol), XPhos (14.2 mg, 0.030 mmol), sodium tert-butoxide (42.8 mg, 0.445 mmol), and toluene (1.5 mL). The mixture was stirred at 105° C. for 2 h, then cond. The resulting residue was partitioned between DCM and water, and the organic layer was dried over magnesiu...